This data is from the Open Reaction Database (ORD), a public repository of structured organic reaction records. The task is: describe an organic reaction: reactants, conditions, products, and yield Reactants: Example 4, C(=O)([O-])C(O)C(O)C(=O)[O-].[Na+].[K+] (potassium sodium tartrate), solution, [H-].C(C(C)C)[Al+]CC(C)C (diisobutylaluminium hydride), CC1(C=2C=CC(=CC2C(CC1)(C)C)[Se]C#CC1=CC=C(C(=O)OC)C=C1)C (methyl 4-(5,5,8,8-tetramethyl-5,6,7,8-tetrahydro-2-naphthylselanylethynyl)-benzoate). Run in C1(=CC=CC=C1)C (toluene), C1(=CC=CC=C1)C (toluene). Reaction conditions: temperature 0 celsius, time 4 hour. The product is CC1(C=2C=CC(=CC2C(CC1)(C)C)[Se]CCC1=CC=C(C=C1)CO)C ([4-(5,5,8,8-Tetramethyl-5,6,7,8-tetrahydro-2-naphthylselanylethyl)-phenyl]methanol). Isolated yield 60.0%. RXN SMILES: [H-].C([Al+]CC(C)C)C(C)C.[CH3:11][C:12]1([CH3:37])[CH2:21][CH2:20][C:19]([CH3:23])([CH3:22])[C:18]2[CH:17]=[C:16]([Se:24][C:25]#[C:26][C:27]3[CH:36]=[CH:35][C:30]([C:31](OC)=[O:32])=[CH:29][CH:28]=3)[CH:15]=[CH:14][C:13]1=2.C(C(C(C([O-])=O)O)O)([O-])=O.[Na+].[K+]>C1(C)C=CC=CC=1>[CH3:11][C:12]1([CH3:37])[CH2:21][CH2:20][C:19]([CH3:22])([CH3:23])[C:18]2[CH:17]=[C:16]([Se:24][CH2:25][CH2:26][C:27]3[CH:36]=[CH:35][C:30]([CH2:31][OH:32])=[CH:29][CH:28]=3)[CH:15]=[CH:14][C:13]1=2 |f:0.1,3.4.5|. Procedure details: A 1M solution of diisobutylaluminium hydride in toluene (4 ml, 4 mmol) is added dropwise, at 0° C., to a solution of methyl 4-(5,5,8,8-tetramethyl-5,6,7,8-tetrahydro-2-naphthylselanylethynyl)-benzoate obtained according to Example 4 (750 mg, 1.8 mmol), in toluene (20 ml) The solution is stirred for 4 h at 0° C. and is then treated with a double potassium sodium tartrate solution, filtered and taken up in a mixture of ethyl ether and water. The organic phase is washed with water, dried over magne... The reactants are C(C)OC(C1=CC=C(C=CC(=O)OCC)C=C1)OCC (ethyl 4-(diethoxymethyl)cinnamate). The reagents and catalysts are [Pt] (platinum on carbon). Solvent: O1CCCC1 (tetrahydrofuran). Reaction conditions: time 10 hour. Product: C(C)OC(C1=CC=C(C=C1)CCCO)OCC (4-(3-hydroxypropyl)benzaldehyde diethyl acetal). Isolated yield 94.6%. RXN SMILES: [CH2:1]([O:3][CH:4]([O:18][CH2:19][CH3:20])[C:5]1[CH:17]=[CH:16][C:8]([CH:9]=[CH:10][C:11](OCC)=[O:12])=[CH:7][CH:6]=1)[CH3:2]>O1CCCC1.[Pt]>[CH2:19]([O:18][CH:4]([O:3][CH2:1][CH3:2])[C:5]1[CH:17]=[CH:16][C:8]([CH2:9][CH2:10][CH2:11][OH:12])=[CH:7][CH:6]=1)[CH3:20]. Procedure: To a solution of ethyl diethylphosphonoacetate (4.4 mL) in tetrahydrofuran (40 mL) was added sodium hydride (60%, 0.88 g) at 0° C., and the mixture was stirred for 10 minutes. To the reaction mixture was added a solution of terephthalaldehyde mono-(diethyl acetal) (4.2 g) in tetrahydrofuran (10 mL), and the mixture was stirred at room temperature for 1.5 hours. To the reaction mixture were added a saturated aqueous ammonium chloride solution and water, and the mixture was extracted with diethyl ...